Dataset: the Open Reaction Database (ORD), a public repository of structured organic reaction records. Task: describe an organic reaction: reactants, conditions, products, and yield Reactants: CC(C)(C)[Si](C)(C)OCCn1ccc(N)n1, ClCCl, Cc1cc(C(CC2CCC(=O)C2)C(=O)O)ccc1S(C)(=O)=O, CN(C)C=O, O=C(Cl)C(=O)Cl, Cc1cccc(C)n1. Yields the product Cc1cc(C(CC2CCC(=O)C2)C(=O)Nc2ccn(CCO[Si](C)(C)C(C)(C)C)n2)ccc1S(C)(=O)=O. Reaction SMILES: [C:29]([CH3:30])([CH3:31])([CH3:32])[Si:33]([O:34][CH2:35][CH2:36][n:37]1[n:38][c:39]([NH2:42])[cH:40][cH:41]1)([CH3:43])[CH3:44].[CH2:53]([Cl:54])[Cl:55].[CH3:1][S:2](=[O:3])(=[O:4])[c:5]1[c:6]([CH3:22])[cH:7][c:8]([CH:11]([C:12](=[O:13])[OH:14])[CH2:15][CH:16]2[CH2:17][C:18](=[O:21])[CH2:19][CH2:20]2)[cH:9][cH:10]1.[CH3:56][N:57]([CH3:58])[CH:59]=[O:60].[Cl:23][C:24]([C:25]([Cl:26])=[O:27])=[O:28].[n:45]1[c:46]([CH3:47])[cH:48][cH:49][cH:50][c:51]1[CH3:52]>>[CH3:1][S:2](=[O:3])(=[O:4])[c:5]1[c:6]([CH3:22])[cH:7][c:8]([CH:11]([C:12](=[O:13])[NH:42][c:39]2[n:38][n:37]([CH2:36][CH2:35][O:34][Si:33]([C:29]([CH3:30])([CH3:31])[CH3:32])([CH3:43])[CH3:44])[cH:41][cH:40]2)[CH2:15][CH:16]2[CH2:17][C:18](=[O:21])[CH2:19][CH2:20]2)[cH:9][cH:10]1. The reactants are CCCc1cc([Sn](C)(C)C)nc(C#N)n1, COc1ccc(Br)cc1C(F)(F)F, CN(C)C=O, CCCCC. Product: CCCc1cc(-c2ccc(OC)c(C(F)(F)F)c2)nc(C#N)n1. As a reaction SMILES: [CH2:1]([CH2:2][CH3:3])[c:4]1[n:5][c:6]([C:14]#[N:15])[n:7][c:8]([Sn:10]([CH3:11])([CH3:12])[CH3:13])[cH:9]1.[CH3:16][O:17][c:18]1[c:19]([C:25]([F:26])([F:27])[F:28])[cH:20][c:21]([Br:24])[cH:22][cH:23]1.[CH3:29][N:30]([CH3:31])[CH:32]=[O:33].[CH3:34][CH2:35][CH2:36][CH2:37][CH3:38]>>[CH2:1]([CH2:2][CH3:3])[c:4]1[n:5][c:6]([C:14]#[N:15])[n:7][c:8](-[c:21]2[cH:20][c:19]([C:25]([F:26])([F:27])[F:28])[c:18]([O:17][CH3:16])[cH:23][cH:22]2)[cH:9]1. The reactants are N([C@@H](C)C(=O)O)C(=O)OC(C)(C)C (Boc-Ala-OH), N[C@@H](C)C(=O)N1[C@H](C(=O)OCC2=CC=CC=C2)CCC1.Cl (H-AlaPro-OBzl·HCl), N([C@@H](C)C(=O)N1[C@H](C(=O)OCC2=CC=CC=C2)CCC1)C(=O)OC(C)(C)C (Boc-AlaPro-OBzl). The product is N([C@@H](C)C(=O)N[C@@H](C)C(=O)N1[C@H](C(=O)OCC2=CC=CC=C2)CCC1)C(=O)OC(C)(C)C (Boc-AlaAlaPro-OBzl). The yield is 36.5%. Reaction SMILES: [NH:1]([C:7]([O:9][C:10]([CH3:13])([CH3:12])[CH3:11])=[O:8])[C@H:2]([C:4]([OH:6])=O)[CH3:3].[NH2:14][C@H:15]([C:17]([N:19]1[CH2:33][CH2:32][CH2:31][C@H:20]1[C:21]([O:23][CH2:24][C:25]1[CH:30]=[CH:29][CH:28]=[CH:27][CH:26]=1)=[O:22])=[O:18])[CH3:16].Cl.N(C(OC(C)(C)C)=O)[C@H](C(N1CCC[C@H]1C(OCC1C=CC=CC=1)=O)=O)C>>[NH:1]([C:7]([O:9][C:10]([CH3:13])([CH3:12])[CH3:11])=[O:8])[C@H:2]([C:4]([NH:14][C@H:15]([C:17]([N:19]1[CH2:33][CH2:32][CH2:31][C@H:20]1[C:21]([O:23][CH2:24][C:25]1[CH:26]=[CH:27][CH:28]=[CH:29][CH:30]=1)=[O:22])=[O:18])[CH3:16])=[O:6])[CH3:3] |f:1.2|. Procedure details: Boc-Ala-OH (11.5 g, 48.4 mmoles) was coupled to H-AlaPro-OBzl·HCl (14.9, 47.8 mmoles) by procedures substantially similar to those described above for the preparation of Boc-AlaPro-OBzl, yielding a foam, 22 g. This product crystallized from ethyl acetate to yield Boc-AlaAlaPro-OBzl (7.8 g, mp 120°-121°) in the first crop and 11.1 g (mp 111°-117°) in a second crop. First crop-Anal. Calcd. for C23H33N3O6 (mp 120°-121°): C=61.71%, H=7.45%, N=9.39%. Found: C=61.74%, H=7.56%, and N=9.46%. Starting materials: [H-].[Na+] (Sodium hydride), C(C)OC(=O)C1(CC1)C1=CC=C(C=C1)C1=CC=C(C=C1)C1=C(C(=NO1)C)CBr (1-[4′-(4-bromomethyl-3-methyl-isoxazol-5-yl)-biphenyl-4-yl]-cyclopropanecarboxylic acid ethyl ester), C(CC1=CC=CC=C1)O (phenethyl alcohol). The solvent is CN(C)C=O (DMF). Yields the product CC1=NOC(=C1COCCC1=CC=CC=C1)C1=CC=C(C=C1)C1=CC=C(C=C1)C1(CC1)C(=O)O (1-[4′-(3-Methyl-4-phenethyloxymethyl-isoxazol-5-yl)-biphenyl-4-yl]-cyclopropanecarboxylic acid). Run at temperature 55 celsius, time 8 hour. Reported procedure: Sodium hydride (60% in mineral oil, 0.027 g, 0.68 mmol) was added to a solution of 1-[4′-(4-bromomethyl-3-methyl-isoxazol-5-yl)-biphenyl-4-yl]-cyclopropanecarboxylic acid ethyl ester (0.200 g, 0.45 mmol) and phenethyl alcohol (0.06 mL, 0.45 mmol) in DMF (5 mL). The reaction was stirred at 55° C. overnight, then partitioned between EtOAc and H2O and acidified with 1 N aqueous HCl. The aqueous layer was extracted with EtOAc, and the combined organic layers were dried over MgSO4, filtered and conce... Reaction SMILES: [H-].[Na+].C([O:5][C:6]([C:8]1([C:11]2[CH:16]=[CH:15][C:14]([C:17]3[CH:22]=[CH:21][C:20]([C:23]4[O:27][N:26]=[C:25]([CH3:28])[C:24]=4[CH2:29]Br)=[CH:19][CH:18]=3)=[CH:13][CH:12]=2)[CH2:10][CH2:9]1)=[O:7])C.[CH2:31]([OH:39])[CH2:32][C:33]1[CH:38]=[CH:37][CH:36]=[CH:35][CH:34]=1>CN(C=O)C>[CH3:28][C:25]1[C:24]([CH2:29][O:39][CH2:31][CH2:32][C:33]2[CH:38]=[CH:37][CH:36]=[CH:35][CH:34]=2)=[C:23]([C:20]2[CH:19]=[CH:18][C:17]([C:14]3[CH:13]=[CH:12][C:11]([C:8]4([C:6]([OH:5])=[O:7])[CH2:10][CH2:9]4)=[CH:16][CH:15]=3)=[CH:22][CH:21]=2)[O:27][N:26]=1 |f:0.1|. Starting materials: CN1C(N(C(C=C1N1CCN(CC1)CCCN)=O)C)=O (1,3-dimethyl-6-[4-(3-aminopropyl)piperazin-1-yl]-2,4(1H,3H)-pyrimidinedione), CN1C(N(C(C=C1N1CCN(CC1)CCCN)=O)C)=O (1,3-dimethyl-6-[4-(3-aminopropyl)piperazin-1-yl]-2,4(1H,3H)-pyrimidinedione), [N+](=O)([O-])C1=CC=C(C=C1)F (4-nitrofluorobenzene). Solvent: CS(=O)C (dimethyl sulfoxide). Reaction conditions: temperature 80 celsius. The product is CN1C(N(C(C=C1N1CCN(CC1)CCCNC1=CC=C(C=C1)[N+](=O)[O-])=O)C)=O (1,3-dimethyl-6-{4-[3-(4-nitroanilino)propyl]piperazin-1-yl}-2,4(1H,3H)-pyrimidinedione). The yield is 76.9%. RXN SMILES: [CH3:1][N:2]1[C:7]([N:8]2[CH2:13][CH2:12][N:11]([CH2:14][CH2:15][CH2:16][NH2:17])[CH2:10][CH2:9]2)=[CH:6][C:5](=[O:18])[N:4]([CH3:19])[C:3]1=[O:20].[N+:21]([C:24]1[CH:29]=[CH:28][C:27](F)=[CH:26][CH:25]=1)([O-:23])=[O:22]>CS(C)=O>[CH3:1][N:2]1[C:7]([N:8]2[CH2:13][CH2:12][N:11]([CH2:14][CH2:15][CH2:16][NH:17][C:27]3[CH:28]=[CH:29][C:24]([N+:21]([O-:23])=[O:22])=[CH:25][CH:26]=3)[CH2:10][CH2:9]2)=[CH:6][C:5](=[O:18])[N:4]([CH3:19])[C:3]1=[O:20]. Procedure: To 20 ml of dimethyl sulfoxide were added 2.50 g of the above obtained compound (compound 59) and 1.90 g of 4-nitrofluorobenzene, and the resulting mixture solution was heated at 80° C. for 3 hours. After cooling, the deposited crystals were collected by filteration, washed, and dried to obtain 2.75 g of 1,3-dimethyl-6-{4-[3-(4-nitroanilino)propyl]piperazin-1-yl}-2,4(1H,3H)-pyrimidinedione (compound 58'). Reactants: COc1sccc1C, Cc1ccccc1, CCOC(C)=O, COCCO, [Na+], O=S(=O)([O-])O. Product: COCCOc1sccc1C. Reaction SMILES: [CH3:1][O:2][c:3]1[s:4][cH:5][cH:6][c:7]1[CH3:8].[CH3:20][c:21]1[cH:22][cH:23][cH:24][cH:25][cH:26]1.[CH3:27][CH2:28][O:29][C:30](=[O:31])[CH3:32].[CH3:9][O:10][CH2:11][CH2:12][OH:13].[Na+:19].[S:14]([O-:15])([OH:16])(=[O:17])=[O:18]>>[CH2:1]([O:2][c:3]1[s:4][cH:5][cH:6][c:7]1[CH3:8])[CH2:11][O:10][CH3:9]. The reactants are CC1(C(C(CC1)CC=C)(C)C)O (1,2,2-trimethyl-3-(2-propenyl)-cyclopentanol), C(C)(=O)Cl (acetyl chloride). Product: C[C@@]1(C([C@@H](CC1)CC=C)(C)C)OC(C)=O ((1R,S) 1,2,2-trimethyl-1-acetyloxy-3-(2-propenyl)-cyclopentane). Reaction SMILES: [CH3:1][C:2]1([OH:12])[CH2:6][CH2:5][CH:4]([CH2:7][CH:8]=[CH2:9])[C:3]1([CH3:11])[CH3:10].[C:13](Cl)(=[O:15])[CH3:14]>>[CH3:1][C@@:2]1([O:12][C:13](=[O:15])[CH3:14])[CH2:6][CH2:5][C@@H:4]([CH2:7][CH:8]=[CH2:9])[C:3]1([CH3:11])[CH3:10]. Procedure details: Using the procedure of Example 15, 1.6 g of 1,2,2-trimethyl-3-(2-propenyl)-cyclopentanol and 10 ml of acetyl chloride were reacted to obtain 1.3 of (1R,S) 1,2,2-trimethyl-1-acetyloxy-3-(2-propenyl)-cyclopentane. Starting materials: CO, CC(C)OC1CCC(N2CCC(NC(=O)OCc3ccccc3)C2=O)C(CS(=O)(=O)C(C)C)C1, [H][H]. The product is CC(C)OC1CCC(N2CCC(N)C2=O)C(CS(=O)(=O)C(C)C)C1. As a reaction SMILES: [CH3:37][OH:38].[CH:1]([CH3:2])([CH3:3])[O:4][CH:5]1[CH2:6][CH:7]([CH2:28][S:29](=[O:30])(=[O:31])[CH:32]([CH3:33])[CH3:34])[CH:8]([N:11]2[C:12](=[O:27])[CH:13]([NH:16][C:17](=[O:18])[O:19][CH2:20][c:21]3[cH:22][cH:23][cH:24][cH:25][cH:26]3)[CH2:14][CH2:15]2)[CH2:9][CH2:10]1.[H:35][H:36]>>[CH:1]([CH3:2])([CH3:3])[O:4][CH:5]1[CH2:6][CH:7]([CH2:28][S:29](=[O:30])(=[O:31])[CH:32]([CH3:33])[CH3:34])[CH:8]([N:11]2[C:12](=[O:27])[CH:13]([NH2:16])[CH2:14][CH2:15]2)[CH2:9][CH2:10]1. The reactants are C(C)(C)(C)OC(NCCCNCC1=CC(=CC=C1)C1=NC(=NC=C1)Cl)=O ({3-[3-(2-Chloro-pyrimidin-4-yl)-benzylamino]-propyl}-carbamic acid tert-butyl ester), CS(=O)(=O)Cl (methanesulfonyl chloride), 456. Yields the product C(C)(C)(C)OC(NCCCN(S(=O)(=O)C)CC1=CC(=CC=C1)C1=NC(=NC=C1)Cl)=O ((3-{[3-(2-Chloro-pyrimidin-4-yl)-benzyl]-methanesulfonyl-amino}-propyl)-carbamic acid tert-butyl ester). RXN SMILES: [C:1]([O:5][C:6](=[O:26])[NH:7][CH2:8][CH2:9][CH2:10][NH:11][CH2:12][C:13]1[CH:18]=[CH:17][CH:16]=[C:15]([C:19]2[CH:24]=[CH:23][N:22]=[C:21]([Cl:25])[N:20]=2)[CH:14]=1)([CH3:4])([CH3:3])[CH3:2].[CH3:27][S:28](Cl)(=[O:30])=[O:29]>>[C:1]([O:5][C:6](=[O:26])[NH:7][CH2:8][CH2:9][CH2:10][N:11]([CH2:12][C:13]1[CH:18]=[CH:17][CH:16]=[C:15]([C:19]2[CH:24]=[CH:23][N:22]=[C:21]([Cl:25])[N:20]=2)[CH:14]=1)[S:28]([CH3:27])(=[O:30])=[O:29])([CH3:4])([CH3:2])[CH3:3]. Procedure details: Intermediate 2 from above was treated with methanesulfonyl chloride following procedure D. LC-MS showed the product had the expected M+H+ of 456.